This data is from the Open Reaction Database (ORD), a public repository of structured organic reaction records. The task is: describe an organic reaction: reactants, conditions, products, and yield Starting materials: OCc1cc(F)ccc1OC(F)(F)c1ccc(Br)cc1, COCCOC, OB(O)c1ccc(C(F)(F)F)cc1, [Na+], [Na+], O=C([O-])[O-], O, Cl[Pd]Cl, c1ccc(P(c2ccccc2)c2ccccc2)cc1, c1ccc(P(c2ccccc2)c2ccccc2)cc1. Product: OCc1cc(F)ccc1OC(F)(F)c1ccc(-c2ccc(C(F)(F)F)cc2)cc1. Reaction SMILES: [Br:1][c:2]1[cH:3][cH:4][c:5]([C:8]([O:9][c:10]2[c:11]([CH2:17][OH:18])[cH:12][c:13]([F:16])[cH:14][cH:15]2)([F:19])[F:20])[cH:6][cH:7]1.[CH3:40][O:41][CH2:42][CH2:43][O:44][CH3:45].[F:21][C:22]([c:23]1[cH:24][cH:25][c:26]([B:29]([OH:30])[OH:31])[cH:27][cH:28]1)([F:32])[F:33].[Na+:34].[Na+:35].[O-:36][C:37](=[O:38])[O-:39].[OH2:46].[Pd:47]([Cl:48])[Cl:49].[c:50]1([P:51]([c:52]2[cH:53][cH:54][cH:55][cH:56][cH:57]2)[c:58]2[cH:59][cH:60][cH:61][cH:62][cH:63]2)[cH:64][cH:65][cH:66][cH:67][cH:68]1.[c:69]1([P:70]([c:71]2[cH:72][cH:73][cH:74][cH:75][cH:76]2)[c:77]2[cH:78][cH:79][cH:80][cH:81][cH:82]2)[cH:83][cH:84][cH:85][cH:86][cH:87]1>>[c:2]1(-[c:26]2[cH:25][cH:24][c:23]([C:22]([F:21])([F:32])[F:33])[cH:28][cH:27]2)[cH:3][cH:4][c:5]([C:8]([O:9][c:10]2[c:11]([CH2:17][OH:18])[cH:12][c:13]([F:16])[cH:14][cH:15]2)([F:19])[F:20])[cH:6][cH:7]1. Starting materials: CCCC[N+](CCCC)(CCCC)CCCC.[F-] (TBAF), ClC1=C(C=C(C=C1NC1=NN2C(C(=N1)NC1CC1)=NC=C2C#N)C#N)N2C[C@H]([C@@H](CC2)NS(=O)(=O)C)O[Si](C(C)C)(C(C)C)C(C)C (N-((3R,4R)-1-(2-chloro-5-cyano-3-((7-cyano-4-(cyclopropylamino)imidazo[2,1-f][1,2,4]triazin-2-yl)amino)phenyl)-3-((triisopropylsilyl)oxy)piperidin-4-yl)methanesulfonamide). Solvent: C1CCOC1 (THF). Run at time 8 hour. Product: ClC1=C(C=C(C=C1NC1=NN2C(C(=N1)NC1CC1)=NC=C2C#N)C#N)N2C[C@H]([C@@H](CC2)NS(=O)(=O)C)O (N-((3R,4R)-1-(2-chloro-5-cyano-3-((7-cyano-4-(cyclopropylamino)imidazo[2,1-f][1,2,4]triazin-2-yl)amino)phenyl)-3-hydroxypiperidin-4-yl)methanesulfonamide). Yield: 96.7%. RXN SMILES: CCCC[N+](CCCC)(CCCC)CCCC.[F-].[Cl:19][C:20]1[C:25]([NH:26][C:27]2[N:32]=[C:31]([NH:33][CH:34]3[CH2:36][CH2:35]3)[C:30]3=[N:37][CH:38]=[C:39]([C:40]#[N:41])[N:29]3[N:28]=2)=[CH:24][C:23]([C:42]#[N:43])=[CH:22][C:21]=1[N:44]1[CH2:49][CH2:48][C@@H:47]([NH:50][S:51]([CH3:54])(=[O:53])=[O:52])[C@H:46]([O:55][Si](C(C)C)(C(C)C)C(C)C)[CH2:45]1>C1COCC1>[Cl:19][C:20]1[C:25]([NH:26][C:27]2[N:32]=[C:31]([NH:33][CH:34]3[CH2:35][CH2:36]3)[C:30]3=[N:37][CH:38]=[C:39]([C:40]#[N:41])[N:29]3[N:28]=2)=[CH:24][C:23]([C:42]#[N:43])=[CH:22][C:21]=1[N:44]1[CH2:49][CH2:48][C@@H:47]([NH:50][S:51]([CH3:54])(=[O:53])=[O:52])[C@H:46]([OH:55])[CH2:45]1 |f:0.1|. Procedure details: TBAF (1M in THF, 0.048 mL, 0.048 mmol) was added to a solution of N-((3R,4R)-1-(2-chloro-5-cyano-3-((7-cyano-4-(cyclopropylamino)imidazo[2,1-f][1,2,4]triazin-2-yl)amino)phenyl)-3-((triisopropylsilyl)oxy)piperidin-4-yl)methanesulfonamide (28 mg, 0.040 mmol) in THF (2 mL) and the reaction mixture was stirred at room temperature overnight. Solvent was evaporated and the crude product was purified by flash chromatography on silica gel using an automated ISCO system (12 g column, eluting with 0-6% me... The reactants are [OH-].[NH4+] (ammonium hydroxide), N1N=NN=C1NC=NC1=C(C=CC=C1)C(=O)OC (N1 -(1H-tetrazol-5-yl)-N2 -(2-carbomethoxyphenyl)formamidine). Reaction conditions: time 1 hour. Yields the product ammonium salt, N1N=NN=C1N1C=NC2=CC=CC=C2C1=O (3-(1H-tetrazol-5-yl)-4(3H)-quinazolinone). The solvent is CO (methanol), CO (methanol). As a reaction SMILES: [NH:1]1[C:5]([NH:6][CH:7]=[N:8][C:9]2[CH:14]=[CH:13][CH:12]=[CH:11][C:10]=2[C:15]([O:17]C)=O)=[N:4][N:3]=[N:2]1.[OH-].[NH4+]>CO>[NH:1]1[C:5]([N:6]2[C:15](=[O:17])[C:10]3[C:9](=[CH:14][CH:13]=[CH:12][CH:11]=3)[N:8]=[CH:7]2)=[N:4][N:3]=[N:2]1 |f:1.2|. Procedure details: A slurry of 3 g of N1 -(1H-tetrazol-5-yl)-N2 -(2-carbomethoxyphenyl)formamidine in 10 ml of methanol was stirred at room temperature. A solution of 0.8 ml of 14.8M ammonium hydroxide in 5 ml of methanol was added to the mixture which was stirred for 1 hour. The white solid which formed was separated by filtration, washed with aqueous 2-propanol and vacuum oven dried to give the ammonium salt of 3-(1H-tetrazol-5-yl)-4(3H)-quinazolinone. Reactants: OC1=C(C=C(C=C1)CCC(=O)OCC)C1=C(C=CC(=C1)CCC(=O)OCC)O (2,2'-dihydroxy-5,5'-bis (2-ethoxycarbonylethyl) biphenyl), C(CCCCCCC)Br (octyl bromide), C([O-])([O-])=O.[K+].[K+] (potassium carbonate). Reagents/catalysts: [Cu] (copper). The solvent is CN(C)C=O (DMF). The product is C(CCCCCCC)OC1=C(C=C(C=C1)CCC(=O)OCC)C1=C(C=CC(=C1)CCC(=O)OCC)O (2-octyloxy-2'-hydroxy-5,5'-bis (2-ethoxycarbonylethyl) biphenyl). Yield: 121.0%. Reaction SMILES: [OH:1][C:2]1[CH:7]=[CH:6][C:5]([CH2:8][CH2:9][C:10]([O:12][CH2:13][CH3:14])=[O:11])=[CH:4][C:3]=1[C:15]1[CH:20]=[C:19]([CH2:21][CH2:22][C:23]([O:25][CH2:26][CH3:27])=[O:24])[CH:18]=[CH:17][C:16]=1[OH:28].[CH2:29](Br)[CH2:30][CH2:31][CH2:32][CH2:33][CH2:34][CH2:35][CH3:36].C(=O)([O-])[O-].[K+].[K+]>[Cu].CN(C=O)C>[CH2:29]([O:1][C:2]1[CH:7]=[CH:6][C:5]([CH2:8][CH2:9][C:10]([O:12][CH2:13][CH3:14])=[O:11])=[CH:4][C:3]=1[C:15]1[CH:20]=[C:19]([CH2:21][CH2:22][C:23]([O:25][CH2:26][CH3:27])=[O:24])[CH:18]=[CH:17][C:16]=1[OH:28])[CH2:30][CH2:31][CH2:32][CH2:33][CH2:34][CH2:35][CH3:36] |f:2.3.4|. Procedure: To 5 ml of a DMF solution containing 200 mg (0.5181 mmol) of 2,2'-dihydroxy-5,5'-bis (2-ethoxycarbonylethyl) biphenyl and 913.3 μl (5.181 mmol) of octyl bromide, there were added 85.5 mg (0.6217 mmol) of anhydrous potassium carbonate and a small amount of copper powder and the resulting mixture was agitated overnight at room temperature. The reaction mixture was filtered by suction through Celite to remove the solid matter and the filtrate was washed with ethyl acetate. After the solvent in the ... The reactants are 21.6G, P(Cl)(Cl)(Cl)(Cl)Cl (PCl5), ClC1=CC=C(C(=O)C2=CC=CC=C2)C=C1 (4-chlorobenzophenone). Product: [Cl-].[Cl-].ClC1=CC=C(C(=O)C2=CC=CC=C2)C=C1 (4-chlorobenzophenone dichloride). The yield is 89.0%. Reaction SMILES: P(Cl)(Cl)(Cl)(Cl)[Cl:2].[Cl:7][C:8]1[CH:21]=[CH:20][C:11]([C:12]([C:14]2[CH:19]=[CH:18][CH:17]=[CH:16][CH:15]=2)=[O:13])=[CH:10][CH:9]=1>>[Cl-:2].[Cl-:7].[Cl:7][C:8]1[CH:9]=[CH:10][C:11]([C:12]([C:14]2[CH:19]=[CH:18][CH:17]=[CH:16][CH:15]=2)=[O:13])=[CH:20][CH:21]=1 |f:2.3.4|. Reported procedure: The reaction was proceeded by the method described in Example 1. 21.6G of PCl5 was reacted with 20.8 g of 4-chlorobenzophenone to give 24.6 g(purity 98%, yield 89%) of 4-chlorobenzophenone dichloride as a colorless liquid. Starting materials: C(C)#N (acetonitrile), C(CCC)[Li] (n-butyl lithium), O1CCCC1 (tetrahydrofuran), C(C1=CC=CC=C1)OC(=O)N(CC1=CC=C(C=C1)OC)CC=1C=C(C(=O)OC)C=CC1 (methyl 3-{[benzyloxycarbonyl-(4-methoxybenzyl)amino]methyl}benzoate), O1CCCC1 (tetrahydrofuran). Run at temperature -78 celsius, time 1 hour. The product is C(C1=CC=CC=C1)OC(N(CC1=CC=C(C=C1)OC)CC1=CC(=CC=C1)C(CC#N)=O)=O (benzyl[3-(2-cyanoacetyl)benzyl]-(4-methoxybenzyl)carbamate). Yield: 96.0%. Reaction SMILES: [C:1](#[N:3])[CH3:2].[CH2:4]([Li])[CH2:5][CH2:6][CH3:7].C([O:16][C:17]([N:19]([CH2:29][C:30]1[CH:31]=[C:32]([CH:37]=[CH:38][CH:39]=1)[C:33]([O:35]C)=O)[CH2:20][C:21]1[CH:26]=[CH:25][C:24]([O:27][CH3:28])=[CH:23][CH:22]=1)=[O:18])C1C=CC=CC=1.O1C[CH2:43][CH2:42][CH2:41]1>>[CH2:4]([O:16][C:17](=[O:18])[N:19]([CH2:29][C:30]1[CH:39]=[CH:38][CH:37]=[C:32]([C:33](=[O:35])[CH2:2][C:1]#[N:3])[CH:31]=1)[CH2:20][C:21]1[CH:26]=[CH:25][C:24]([O:27][CH3:28])=[CH:23][CH:22]=1)[C:5]1[CH:43]=[CH:42][CH:41]=[CH:7][CH:6]=1. Reported procedure: A solution of acetonitrile (1.46, 28 mmol) in tetrahydrofuran (180 mL) was treated with n-butyl lithium (1.6 M solution in hexane, 14 mL, 22.2 mmol) at −78° C. for 10 minutes. A solution of EXAMPLE 56B (7.8 g, 18.6 mmol) in 40 mL of tetrahydrofuran was added and the mixture stirred at −78° C. for 1 hour and at ambient temperature for 1 hour. After quenching with water, the mixture was acidified with 2N hydrochloric acid to a pH of 3. The mixture was partitioned between ethyl acetate and brine an... As a reaction SMILES: [C:1](=[O:2])([O-:3])[O-:4].[C:9]([CH3:10])([CH3:11])([CH3:12])[c:13]1[cH:14][c:15]([C:23]([CH3:24])=[O:25])[cH:16][c:17]2[c:22]1[O:21][CH2:20][CH2:19][NH:18]2.[CH3:26][N:27]([CH3:28])[CH:29]=[O:30].[CH3:7][I:8].[K+:5].[K+:6]>>[CH3:1][N:18]1[c:17]2[cH:16][c:15]([C:23]([CH3:24])=[O:25])[cH:14][c:13]([C:9]([CH3:10])([CH3:11])[CH3:12])[c:22]2[O:21][CH2:20][CH2:19]1. Starting materials: O=C([O-])[O-], CC(=O)c1cc2c(c(C(C)(C)C)c1)OCCN2, CN(C)C=O, CI, [K+], [K+]. Yields the product CC(=O)c1cc2c(c(C(C)(C)C)c1)OCCN2C.